This data is from the Open Reaction Database (ORD), a public repository of structured organic reaction records. The task is: describe an organic reaction: reactants, conditions, products, and yield Reactants: O=C([O-])[O-], C1CCOC1, CC#N, CS(=O)(=O)c1ccc(-c2cc(Cl)nc(N3CCC(O)CC3)c2)cc1, ClCCl, OB(O)c1ccc(F)cc1, [Na+], [Na+], [Pd], c1ccc(P(c2ccccc2)c2ccccc2)cc1, c1ccc(P(c2ccccc2)c2ccccc2)cc1, c1ccc(P(c2ccccc2)c2ccccc2)cc1, c1ccc(P(c2ccccc2)c2ccccc2)cc1. The product is CS(=O)(=O)c1ccc(-c2cc(-c3ccc(F)cc3)nc(N3CCC(O)CC3)c2)cc1. Reaction SMILES: [C:40](=[O:41])([O-:42])[O-:43].[CH2:35]1[O:36][CH2:37][CH2:38][CH2:39]1.[CH3:46][C:47]#[N:48].[Cl:1][c:2]1[cH:3][c:4](-[c:15]2[cH:16][cH:17][c:18]([S:21](=[O:22])(=[O:23])[CH3:24])[cH:19][cH:20]2)[cH:5][c:6]([N:8]2[CH2:9][CH2:10][CH:11]([OH:14])[CH2:12][CH2:13]2)[n:7]1.[Cl:49][CH2:50][Cl:51].[F:25][c:26]1[cH:27][cH:28][c:29]([B:32]([OH:33])[OH:34])[cH:30][cH:31]1.[Na+:44].[Na+:45].[Pd:128].[c:109]1([P:110]([c:111]2[cH:112][cH:113][cH:114][cH:115][cH:116]2)[c:117]2[cH:118][cH:119][cH:120][cH:121][cH:122]2)[cH:123][cH:124][cH:125][cH:126][cH:127]1.[c:52]1([P:53]([c:54]2[cH:55][cH:56][cH:57][cH:58][cH:59]2)[c:60]2[cH:61][cH:62][cH:63][cH:64][cH:65]2)[cH:66][cH:67][cH:68][cH:69][cH:70]1.[c:71]1([P:72]([c:73]2[cH:74][cH:75][cH:76][cH:77][cH:78]2)[c:79]2[cH:80][cH:81][cH:82][cH:83][cH:84]2)[cH:85][cH:86][cH:87][cH:88][cH:89]1.[c:90]1([P:91]([c:92]2[cH:93][cH:94][cH:95][cH:96][cH:97]2)[c:98]2[cH:99][cH:100][cH:101][cH:102][cH:103]2)[cH:104][cH:105][cH:106][cH:107][cH:108]1>>[c:2]1(-[c:29]2[cH:28][cH:27][c:26]([F:25])[cH:31][cH:30]2)[cH:3][c:4](-[c:15]2[cH:16][cH:17][c:18]([S:21](=[O:22])(=[O:23])[CH3:24])[cH:19][cH:20]2)[cH:5][c:6]([N:8]2[CH2:9][CH2:10][CH:11]([OH:14])[CH2:12][CH2:13]2)[n:7]1. Reactants: COC(CC1=CC=C(C=C1)N)=O (4-amino-phenyl acetic acid methyl ester), C(C)(=O)OC(C)=O (acetic anhydride), [N+](=O)(O)[O-] (nitric acid). Reaction conditions: time 20 minute. Product: COC(CC1=CC(=C(C=C1)NC(C)=O)[N+](=O)[O-])=O ((4-acetylamino-3-nitro-phenyl)-acetic acid methyl ester). Reaction SMILES: [CH3:1][O:2][C:3](=[O:12])[CH2:4][C:5]1[CH:10]=[CH:9][C:8]([NH2:11])=[CH:7][CH:6]=1.[N+:13]([O-:16])(O)=[O:14].[C:17](OC(=O)C)(=[O:19])[CH3:18]>>[CH3:1][O:2][C:3](=[O:12])[CH2:4][C:5]1[CH:10]=[CH:9][C:8]([NH:11][C:17](=[O:19])[CH3:18])=[C:7]([N+:13]([O-:16])=[O:14])[CH:6]=1. Reported procedure: A solution of 4-amino-phenyl acetic acid methyl ester (3 g, 18.2 mmol) in acetic anhydride (16 mL) was stirred at room temperature for 30 minutes. The reaction mixture was cooled to 0° C. temperature and fuming nitric acid (2.3 mL) was added dropwise. The ice bath was removed and the reaction mixture was stirred for another 20 minutes before pouring it onto iced water. The resulting yellow precipitate was filtered, washed with water and dried in vacuo at 50° C. to give 3.7 g of the product. 1H N... Starting materials: Cl.CON (O-Methylhydroxylamine hydrochloride), N1=CC=CC=C1 (pyridine), C(C1=CC=CC=C1)(=O)NC=1SC[C@H]2[C@@](N1)(CN(C2)C2=NC=C(C=N2)F)C=2C=C(C=CC2F)NC(=O)C2=NC=C(C=C2F)F (N-[3-[(4aR,7aS)-2-benzamido-6-(5-fluoropyrimidin-2-yl)-4,4a,5,7-tetrahydropyrrolo[3,4-d][1,3]thiazin-7a-yl]-4-fluoro-phenyl]-3,5-difluoro-pyridine-2-carboxamide). Solvent: CO (methanol), C(C)O (ethanol), C1CCOC1 (THF). Conditions: temperature 50 celsius, time 8 hour. The product is Cl.NC=1SC[C@H]2[C@@](N1)(CN(C2)C2=NC=C(C=N2)F)C=2C=C(C=CC2F)NC(=O)C2=NC=C(C=C2F)F (N-[3-[(4aR,7aS)-2-Amino-6-(5-fluoropyrimidin-2-yl)-4,4a,5,7-tetrahydropyrrolo[3,4-d][1,3]thiazin-7a-yl]-4-fluoro-phenyl]-3,5-difluoro-pyridine-2-carboxamide hydrochloride). Reaction SMILES: C([NH:9][C:10]1[S:11][CH2:12][C@@H:13]2[CH2:18][N:17]([C:19]3[N:24]=[CH:23][C:22]([F:25])=[CH:21][N:20]=3)[CH2:16][C@:14]2([C:26]2[CH:27]=[C:28]([NH:33][C:34]([C:36]3[C:41]([F:42])=[CH:40][C:39]([F:43])=[CH:38][N:37]=3)=[O:35])[CH:29]=[CH:30][C:31]=2[F:32])[N:15]=1)(=O)C1C=CC=CC=1.[ClH:44].CON.N1C=CC=CC=1>C1COCC1.CO.C(O)C>[ClH:44].[NH2:9][C:10]1[S:11][CH2:12][C@@H:13]2[CH2:18][N:17]([C:19]3[N:20]=[CH:21][C:22]([F:25])=[CH:23][N:24]=3)[CH2:16][C@:14]2([C:26]2[CH:27]=[C:28]([NH:33][C:34]([C:36]3[C:41]([F:42])=[CH:40][C:39]([F:43])=[CH:38][N:37]=3)=[O:35])[CH:29]=[CH:30][C:31]=2[F:32])[N:15]=1 |f:1.2,7.8|. Procedure details: N-[3-[(4aR,7aS)-2-benzamido-6-(5-fluoropyrimidin-2-yl)-4,4a,5,7-tetrahydropyrrolo[3,4-d][1,3]thiazin-7a-yl]-4-fluoro-phenyl]-3,5-difluoro-pyridine-2-carboxamide (190 mg, 0.31 mmol, isomer 1) is dissolved in THF (1 mL) and diluted with methanol (3 mL) and ethanol (3 mL). O-Methylhydroxylamine hydrochloride (267 mg, 3.1 mmol) and pyridine (253 μL, 3.1 mmol) are added and the reaction is warmed to 50° C. and stirred overnight. The reaction is purified on an SCX column using 3:1 dichloromethane:meth... The reactants are BrC1=CC=C(C=C1)C1=CC(C2=C(N1)N(N=C2C)C2=CC=CC=C2)=O (6-(4-bromophenyl)-3-methyl-1-phenyl-1H-pyrazolo[3,4-b]pyridin-4(7H)-one), C(=O)([O-])[O-].[Cs+].[Cs+] (Cs2CO3), N1(CCNCC1)C(=O)OC(C)(C)C (tert-butyl piperazine-1-carboxylate), C=1C=CC(=CC1)P(C=2C=CC=CC2)C3=CC=C4C=CC=CC4=C3C5=C6C=CC=CC6=CC=C5P(C=7C=CC=CC7)C=8C=CC=CC8 (BINAP). The reagents and catalysts are C1=CC=C(C=C1)P([C-]2C=CC=C2)C3=CC=CC=C3.C1=CC=C(C=C1)P([C-]2C=CC=C2)C3=CC=CC=C3.[Fe+2] (dppf), C=1C=CC(=CC1)/C=C/C(=O)/C=C/C2=CC=CC=C2.C=1C=CC(=CC1)/C=C/C(=O)/C=C/C2=CC=CC=C2.C=1C=CC(=CC1)/C=C/C(=O)/C=C/C2=CC=CC=C2.[Pd].[Pd] (Pd2(dba)3). Run in C1(=CC=CC=C1)C.CN(C)C=O (toluene DMF). Conditions: temperature 120 celsius, time 8 hour. Product: CC1=NN(C=2NC(=CC(C21)=O)C2=CC=C(C=C2)N2CCN(CC2)C(=O)OC(C)(C)C)C2=CC=CC=C2 (tert-butyl 4-(4-(3-methyl-4-oxo-1-phenyl-4,7-dihydro-1H-pyrazolo[3,4-b]pyridin-6-yl)phenyl)piperazine-1-carboxylate). As a reaction SMILES: Br[C:2]1[CH:7]=[CH:6][C:5]([C:8]2[NH:13][C:12]3[N:14]([C:18]4[CH:23]=[CH:22][CH:21]=[CH:20][CH:19]=4)[N:15]=[C:16]([CH3:17])[C:11]=3[C:10](=[O:24])[CH:9]=2)=[CH:4][CH:3]=1.[N:25]1([C:31]([O:33][C:34]([CH3:37])([CH3:36])[CH3:35])=[O:32])[CH2:30][CH2:29][NH:28][CH2:27][CH2:26]1.C1C=CC(P(C2C(C3C(P(C4C=CC=CC=4)C4C=CC=CC=4)=CC=C4C=3C=CC=C4)=C3C(C=CC=C3)=CC=2)C2C=CC=CC=2)=CC=1.C([O-])([O-])=O.[Cs+].[Cs+]>C1(C)C=CC=CC=1.CN(C=O)C.C1C=CC(/C=C/C(/C=C/C2C=CC=CC=2)=O)=CC=1.C1C=CC(/C=C/C(/C=C/C2C=CC=CC=2)=O)=CC=1.C1C=CC(/C=C/C(/C=C/C2C=CC=CC=2)=O)=CC=1.[Pd].[Pd].C1C=CC(P(C2C=CC=CC=2)[C-]2C=CC=C2)=CC=1.C1C=CC(P(C2C=CC=CC=2)[C-]2C=CC=C2)=CC=1.[Fe+2]>[CH3:17][C:16]1[C:11]2[C:10](=[O:24])[CH:9]=[C:8]([C:5]3[CH:6]=[CH:7][C:2]([N:28]4[CH2:27][CH2:26][N:25]([C:31]([O:33][C:34]([CH3:37])([CH3:36])[CH3:35])=[O:32])[CH2:30][CH2:29]4)=[CH:3][CH:4]=3)[NH:13][C:12]=2[N:14]([C:18]2[CH:23]=[CH:22][CH:21]=[CH:20][CH:19]=2)[N:15]=1 |f:3.4.5,6.7,8.9.10.11.12,13.14.15|. Procedure details: Into a 100 mL round-bottom flask purged and maintained with an inert atmosphere of nitrogen, was placed a solution of 6-(4-bromophenyl)-3-methyl-1-phenyl-1H-pyrazolo[3,4-b]pyridin-4(7H)-one (2500 mg, 6.58 mmol, 1.00 equiv) in toluene/DMF (30 ml/1 ml mL), tert-butyl piperazine-1-carboxylate (6130 mg, 32.96 mmol, 5.00 equiv), BINAP (410 mg, 0.65 mmol, 0.10 equiv), Pd2(dba)3 (602.9 mg, 0.66 mmol, 0.10 equiv), Cs2CO3 (3819 mg, 19.79 mmol, 3.00 equiv), dppf (270 mg). The resulting solution was stirre... Reactants: C(=O)N1CCC(=CC2=C1C=CC(=C2)C2=CC=C(C=C2)C)C(=O)NC2=CC=C(C=C2)CN(C2CCOCC2)C (1-formyl-7-(4-methylphenyl)-N-[4-[[N-methyl-N-(tetrahydro-2H-pyran-4-yl)amino]methyl]phenyl]-2,3-dihydro-1-benzazepine-4-carboxamide), Cl (hydrochloric acid), O (water), C(O)([O-])=O.[Na+] (sodium hydrogen carbonate). Run in C(C)(=O)OCC (ethyl acetate), C(C)(=O)OCC (ethyl acetate). Reaction conditions: temperature 100 celsius, time 1 hour. Product: CN(C1CCOCC1)CC1=CC=C(C=C1)NC(=O)C=1CCNC2=C(C1)C=CC=C2 (N-[4-[[N-methyl-N-(tetrahydro-2H-pyran-4-yl)amino]methyl]phenyl]-2,3-dihydro-1-benzazepine-4-carboxamide). Isolated yield 88.9%. RXN SMILES: C([N:3]1[C:9]2[CH:10]=[CH:11][C:12](C3C=CC(C)=CC=3)=[CH:13][C:8]=2[CH:7]=[C:6]([C:21]([NH:23][C:24]2[CH:29]=[CH:28][C:27]([CH2:30][N:31]([CH3:38])[CH:32]3[CH2:37][CH2:36][O:35][CH2:34][CH2:33]3)=[CH:26][CH:25]=2)=[O:22])[CH2:5][CH2:4]1)=O.Cl.C(=O)([O-])O.[Na+].O>C(OCC)(=O)C>[CH3:38][N:31]([CH2:30][C:27]1[CH:26]=[CH:25][C:24]([NH:23][C:21]([C:6]2[CH2:5][CH2:4][NH:3][C:9]3[CH:10]=[CH:11][CH:12]=[CH:13][C:8]=3[CH:7]=2)=[O:22])=[CH:29][CH:28]=1)[CH:32]1[CH2:33][CH2:34][O:35][CH2:36][CH2:37]1 |f:2.3|. Procedure: To 1-formyl-7-(4-methylphenyl)-N-[4-[[N-methyl-N-(tetrahydro-2H-pyran-4-yl)amino]methyl]phenyl]-2,3-dihydro-1-benzazepine-4-carboxamide (1177 mg) was added 1N hydrochloric acid (20 ml), and the mixture was stirred at 100° C. for 1 hour. The mixture was dilute with ethyl acetate(50 ml) and made weakly basic with saturated sodium hydrogen carbonate solution (45 ml). To the mixture were added ethyl acetate (250 ml) and water (100 ml), and separated. The organic layer was dried with anhydrous magnes... Starting materials: C(C)OCC (diethyl ether), N12CC(C(CC1)CC2)NC(=N)NC(=O)C2=NC(=C(N=C2N)N)Cl (N-(1-Aza-bicyclo[2.2.2]oct-3-yl)-N′-(3,5-diamino-6-chloro-pyrazine-2-carbonyl)-guanidine), N12CC(C(CC1)CC2)NC(=N)NC(=O)C2=NC(=C(N=C2N)N)Cl (N-(1-Aza-bicyclo[2.2.2]oct-3-yl)-N′-(3,5-diamino-6-chloro-pyrazine-2-carbonyl)-guanidine), C(C1=CC=CC=C1)Br (benzyl bromide). Solvent: C(C)#N (acetonitrile). Product: [Br-].C(C1=CC=CC=C1)[N+]12CC(C(CC1)CC2)NC(=NC(=O)C2=NC(=C(N=C2N)N)Cl)N (1-Benzyl-3-[N′-(3,5-diamino-6-chloro-pyrazine-2-carbonyl)-guanidino]-1-azoniabicyclo[2.2.2]octane bromide). Yield: 57.3%. RXN SMILES: [N:1]12[CH2:8][CH2:7][CH:4]([CH2:5][CH2:6]1)[CH:3]([NH:9][C:10]([NH:12][C:13]([C:15]1[C:20]([NH2:21])=[N:19][C:18]([NH2:22])=[C:17]([Cl:23])[N:16]=1)=[O:14])=[NH:11])[CH2:2]2.[CH2:24]([Br:31])[C:25]1[CH:30]=[CH:29][CH:28]=[CH:27][CH:26]=1.C(OCC)C>C(#N)C>[Br-:31].[CH2:24]([N+:1]12[CH2:8][CH2:7][CH:4]([CH2:5][CH2:6]1)[CH:3]([NH:9][C:10]([NH2:11])=[N:12][C:13]([C:15]1[C:20]([NH2:21])=[N:19][C:18]([NH2:22])=[C:17]([Cl:23])[N:16]=1)=[O:14])[CH2:2]2)[C:25]1[CH:30]=[CH:29][CH:28]=[CH:27][CH:26]=1 |f:4.5|. Procedure: N-1-Aza-bicyclo[2.2.2]oct-3-yl-N′-(3,5-diamino-6-chloro-pyrazine-2-carbonyl)-guanidine (Intermediate 4, 30 mg, 0.089 mmol) and benzyl bromide (Acros, 17 mg, 0.097 mmol) are stirred for 4 h at 70° C. in acetonitrile (2 mL). To the suspension is added diethyl ether (2 mL), the solid collected by filtration, washed with diethyl ether and dried under vacuum to yield the title compound (26 mg). Reactants: C(C)(=O)OCC1=C(N2C(C(C2SC1)NC(CC=1N=C(SC1)C1=C(C=CC=C1)O)=O)=O)C(=O)O (3-[(Acetyloxy)methyl]-7-[[[2-(2-hydroxyphenyl)-4-thiazolyl]acetyl]amino]-8-oxo-5-thia-1-azabicyclo[4.2.0]oct-2-ene-2-carboxylic Acid), 8b, [SiH](CC)(CC)CC (Et3SiH), FC(C(=O)O)(F)F (trifluoroacetic acid), C(CCl)Cl (ClCH2CH2Cl). Product: ClC1=C(N2C(C(C2SC1)NC(CC=1N=C(SC1)C1=C(C=CC=C1)O)=O)=O)C(=O)O (3-Chloro-7-[[[2-(2-hydroxyphenyl)-4-thiazolyl]acetyl]amino]-8-oxo-5-thia-1-azabicyclo[4.2.0]oct-2-ene-2-carboxylic Acid). Isolated yield 35.0%. As a reaction SMILES: C(OC[C:6]1[CH2:13][S:12][CH:11]2[N:8]([C:9](=[O:30])[CH:10]2[NH:14][C:15](=[O:29])[CH2:16][C:17]2[N:18]=[C:19]([C:22]3[CH:27]=[CH:26][CH:25]=[CH:24][C:23]=3[OH:28])[S:20][CH:21]=2)[C:7]=1[C:31]([OH:33])=[O:32])(=O)C.[SiH](CC)(CC)CC.FC(F)(F)C(O)=O.C(Cl)C[Cl:50]>>[Cl:50][C:6]1[CH2:13][S:12][CH:11]2[N:8]([C:9](=[O:30])[CH:10]2[NH:14][C:15](=[O:29])[CH2:16][C:17]2[N:18]=[C:19]([C:22]3[CH:27]=[CH:26][CH:25]=[CH:24][C:23]=3[OH:28])[S:20][CH:21]=2)[C:7]=1[C:31]([OH:33])=[O:32]. Reported procedure: The procedure used for the preparation of 9a was repeated with 8b (390 mg, crude from previous reaction), Et3SiH (0.80 mL, 5.0 mmol), and trifluoroacetic acid (1.50 mL, 19.5 mmol ) in dry ClCH2CH2Cl (8 mL ) at 0° C. under nitrogen to give 9b (50.0 mg, 35% for two steps) as a white solid after chromatographic separation on RP C-18 (gradient CH3CN/H2O: 25-30%, containing 1% HOAc). mp 155° C. (dec); IR (KBr) 3600-2800 (br), 3280, 1780, 1661 cm-1 ; 1H NMR (DMSO-d6) δ3.63 (1H, d, J=18.0 Hz), 3.74 (2H...